describe an organic reaction: reactants, conditions, products, and yield From a dataset of the Open Reaction Database (ORD), a public repository of structured organic reaction records. The reactants are C1CCNCC1, C1CCOC1, CC(COC(=O)Cl)c1ccccc1[N+](=O)[O-], O. The product is CC(COC(=O)N1CCCCC1)c1ccccc1[N+](=O)[O-]. As a reaction SMILES: [CH2:1]1[CH2:2][CH2:3][NH:4][CH2:5][CH2:6]1.[CH2:23]1[O:24][CH2:25][CH2:26][CH2:27]1.[Cl:7][C:8](=[O:9])[O:10][CH2:11][CH:12]([CH3:13])[c:14]1[c:15]([N+:20](=[O:21])[O-:22])[cH:16][cH:17][cH:18][cH:19]1.[OH2:28]>>[CH2:1]1[CH2:2][CH2:3][N:4]([C:8](=[O:9])[O:10][CH2:11][CH:12]([CH3:13])[c:14]2[c:15]([N+:20](=[O:21])[O-:22])[cH:16][cH:17][cH:18][cH:19]2)[CH2:5][CH2:6]1. Starting materials: C1CCOC1, CC(=O)[O-], CS(C)=O, Cl, NO, [Na+], O, O=Cc1ccc(-n2cncn2)c2ccccc12. Product: ON=Cc1ccc(-n2cncn2)c2ccccc12. Reaction SMILES: [CH2:26]1[O:27][CH2:28][CH2:29][CH2:30]1.[CH3:2][C:3](=[O:4])[O-:5].[CH3:32][S:33]([CH3:34])=[O:35].[ClH:6].[NH2:7][OH:8].[Na+:1].[OH2:31].[n:9]1(-[c:14]2[cH:15][cH:16][c:17]([CH:24]=[O:25])[c:18]3[cH:19][cH:20][cH:21][cH:22][c:23]23)[n:10][cH:11][n:12][cH:13]1>>[N:7]([OH:8])=[CH:24][c:17]1[cH:16][cH:15][c:14](-[n:9]2[n:10][cH:11][n:12][cH:13]2)[c:23]2[c:18]1[cH:19][cH:20][cH:21][cH:22]2. The reactants are COC1=CC=C(C=C1)C1=C(C2=C(S1)C=C(C=C2)OC)C(=O)C2=CC=C(C=C2)OCCCCCCCCBr ([2-(4-Methoxyphenyl)-6-methoxybenzo[b]thien-3-yl][4-(8-bromo-octyloxy)phenyl]methanone), N1CCCC1 (pyrrolidine). Solvent: CN(C=O)C (dimethylformamide). Conditions: temperature 100 celsius, time 30 minute. Product: COC1=CC=C(C=C1)C1=C(C2=C(S1)C=C(C=C2)OC)C(=O)C2=CC=C(C=C2)OCCCCCCCCN2CCCC2 ([2-(4-Methoxyphenyl)-6-methoxybenzo[b]thien-3-yl][4-[8-(1-pyrrolidinyl)octyloxyl]phenyl]methanone). Reaction SMILES: [CH3:1][O:2][C:3]1[CH:8]=[CH:7][C:6]([C:9]2[S:13][C:12]3[CH:14]=[C:15]([O:18][CH3:19])[CH:16]=[CH:17][C:11]=3[C:10]=2[C:20]([C:22]2[CH:27]=[CH:26][C:25]([O:28][CH2:29][CH2:30][CH2:31][CH2:32][CH2:33][CH2:34][CH2:35][CH2:36]Br)=[CH:24][CH:23]=2)=[O:21])=[CH:5][CH:4]=1.[NH:38]1[CH2:42][CH2:41][CH2:40][CH2:39]1>CN(C)C=O>[CH3:1][O:2][C:3]1[CH:8]=[CH:7][C:6]([C:9]2[S:13][C:12]3[CH:14]=[C:15]([O:18][CH3:19])[CH:16]=[CH:17][C:11]=3[C:10]=2[C:20]([C:22]2[CH:27]=[CH:26][C:25]([O:28][CH2:29][CH2:30][CH2:31][CH2:32][CH2:33][CH2:34][CH2:35][CH2:36][N:38]3[CH2:42][CH2:41][CH2:40][CH2:39]3)=[CH:24][CH:23]=2)=[O:21])=[CH:5][CH:4]=1. Reported procedure: 1280 mg (2.2 mmol) of [2-(4-Methoxyphenyl)-6-methoxybenzo[b]thien-3-yl][4-(8-bromo-octyloxy)phenyl]methanone and 470 mg (6.6 mmol) of pyrrolidine were dissolve in 20 mL of dimethylformamide (DMF). The reaction mixture was heated to 100° C. and stirred under a nitrogen atmosphere. After 30 minutes, the reaction was allowed to cool and evaporated to dryness in vacuo. The crude product was chromatographed on a silica gel column eluted with a linear gradient begining with CHCl3 and ending with CHCl3... Reactants: NC1=CC=C(C=N1)OC=1C=CC(=C(C1)NC(=O)C1=CC(=NN1C)C)F (N-{5-[(6-aminopyridin-3-yl)oxy]-2-fluorophenyl}-1,3-dimethyl-1H-pyrazole-5-carboxamide), C1(=CC=C(C=C1)S(=O)(=O)Cl)C (p-toluenesulfonyl chloride). Run in N1=CC=CC=C1 (pyridine). Yields the product FC1=C(C=C(C=C1)OC=1C=NC(=CC1)NS(=O)(=O)C1=CC=C(C=C1)C)NC(=O)C1=CC(=NN1C)C (N-{2-fluoro-5-[(6-{[(4-methylphenyl)sulfonyl]amino}pyridin-3-yl) oxy]phenyl}-1,3-dimethyl-1H-pyrazole-5-carboxamide). Yield: 81.1%. As a reaction SMILES: [NH2:1][C:2]1[N:7]=[CH:6][C:5]([O:8][C:9]2[CH:10]=[CH:11][C:12]([F:25])=[C:13]([NH:15][C:16]([C:18]3[N:22]([CH3:23])[N:21]=[C:20]([CH3:24])[CH:19]=3)=[O:17])[CH:14]=2)=[CH:4][CH:3]=1.[C:26]1([CH3:36])[CH:31]=[CH:30][C:29]([S:32](Cl)(=[O:34])=[O:33])=[CH:28][CH:27]=1>N1C=CC=CC=1>[F:25][C:12]1[CH:11]=[CH:10][C:9]([O:8][C:5]2[CH:6]=[N:7][C:2]([NH:1][S:32]([C:29]3[CH:30]=[CH:31][C:26]([CH3:36])=[CH:27][CH:28]=3)(=[O:34])=[O:33])=[CH:3][CH:4]=2)=[CH:14][C:13]=1[NH:15][C:16]([C:18]1[N:22]([CH3:23])[N:21]=[C:20]([CH3:24])[CH:19]=1)=[O:17]. Reported procedure: In the same manner as in Reference Example 4 and using N-{5-[(6-aminopyridin-3-yl)oxy]-2-fluorophenyl}-1,3-dimethyl-1H-pyrazole-5-carboxamide (6.20 g, 18.1 mmol), p-toluenesulfonyl chloride (3.80 g, 19.9 mmol) and pyridine (20 mL) as starting materials, the title compound (7.27 g, 81%) was obtained as a white solid. Starting materials: [N+](=O)([O-])[O-].[K+] (potassium nitrate), ClC=1SC2=C(N1)C=CC=C2 (2-chlorobenzothiazole), [Sn] (tin), ClC=1SC2=C(N1)C=CC(=C2)N (2-chloro-6-aminobenzothiazole), ClC=1SC2=C(N1)C=CC(=C2)[N+](=O)[O-] (2-chloro-6-nitrobenzothiazole), [C-]#N.[K+] (potassium cyanide). The solvent is Cl (hydrochloric acid), S(O)(O)(=O)=O (sulfuric acid), CS(=O)C (DMSO). Yields the product C(#N)C=1SC2=C(N1)C=CC(=C2)N (2-cyano-6-aminobenzothiazole). RXN SMILES: [N+]([O-])([O-])=O.[K+].Cl[C:7]1SC2C=CC=CC=2[N:11]=1.Cl[C:17]1[S:18][C:19]2[CH:25]=[C:24]([N+:26]([O-])=O)[CH:23]=[CH:22][C:20]=2[N:21]=1.[Sn].ClC1SC2C=C(N)C=CC=2N=1.[C-]#N.[K+]>S(=O)(=O)(O)O.Cl.CS(C)=O>[C:7]([C:17]1[S:18][C:19]2[CH:25]=[C:24]([NH2:26])[CH:23]=[CH:22][C:20]=2[N:21]=1)#[N:11] |f:0.1,6.7,^3:28|. Procedure: By adding potassium nitrate under ice cooling in concentrated sulfuric acid to commercially available 2-chlorobenzothiazole and nitrating, and then reacting the generated 2-chloro-6-nitrobenzothiazole with tin in hydrochloric acid, the nitro group is reduced to an amino group, thus deriving 2-chloro-6-aminobenzothiazole. Adding potassium cyanide thereto in an argon atmosphere in DMSO solvent and heating to reflux overnight yields 2-cyano-6-aminobenzothiazole. Allyl bromide and potassium carbonat... Conditions: time 24 hour. As a reaction SMILES: [N:1]([CH2:4][CH2:5][CH2:6][S:7][C:8]1[N:9]=[CH:10][N:11]2[CH:15]=[CH:14][S:13][C:12]=12)=[N+]=[N-].Cl.[H][H]>C1COCC1.C(O)C.O.[Pd]>[NH2:1][CH2:4][CH2:5][CH2:6][S:7][C:8]1[N:9]=[CH:10][N:11]2[CH:15]=[CH:14][S:13][C:12]=12 |f:3.4|. The reagents and catalysts are [Pd] (Pd-C). Product: NCCCSC=1N=CN2C1SC=C2 (7-(3-Aminopropyl)thioimidazo[5,1-b]thiazole). Reported procedure: 7-(3-Azidopropyl)thioimidazo[5,1-b]thiazole (1.46 g) was dissolved in 30 ml of THF ethanol and 6 ml of water, and 6.1 ml of a 1 N aqueous hydrochloric acid solution and 1.46 g of 10% Pd-C were added to the solution. The air in the reaction vessel was replaced by hydrogen, and the contents of the reaction vessel were stirred at room temperature for 24 hr. The catalyst was removed by filtration on Celite, and was washed with water. The filtrate was concentrated under the reduced pressure. A 1 N aq... Starting materials: Cl (hydrochloric acid), N(=[N+]=[N-])CCCSC=1N=CN2C1SC=C2 (7-(3-Azidopropyl)thioimidazo[5,1-b]thiazole), [H][H] (hydrogen). Run in O (water), C1CCOC1.C(C)O (THF ethanol). Starting materials: CCO, COC(=O)c1cc(C#N)c(F)cc1OC, [Na+], [OH-]. Product: COc1cc(F)c(C#N)cc1C(=O)O. Reaction SMILES: [CH3:18][CH2:19][OH:20].[CH3:1][O:2][C:3]([c:4]1[c:5]([O:13][CH3:14])[cH:6][c:7]([F:12])[c:8]([C:10]#[N:11])[cH:9]1)=[O:15].[Na+:17].[OH-:16]>>[O:2]=[C:3]([c:4]1[c:5]([O:13][CH3:14])[cH:6][c:7]([F:12])[c:8]([C:10]#[N:11])[cH:9]1)[OH:15]. Starting materials: N(N)C1=NC(=NC(=C1C1=CC=CC=C1)C1=CC=CC=C1)C(F)(F)F (4-Hydrazino-5,6-diphenyl-2-(trifluoromethyl)pyrimidine), C(C)(=O)Cl (acetylchloride), Cl (hydrochloric acid). Solvent: N1=CC=CC=C1 (pyridine). Run at time 10 minute. Yields the product C1(=CC=CC=C1)C=1C(=NC(=NC1C1=CC=CC=C1)C(F)(F)F)NNC(C)=O (N′-[5,6-diphenyl-2-(trifluoromethyl)pyrimidin-4-yl]acetohydrazide). Yield: 25.6%. Reaction SMILES: [NH:1]([C:3]1[C:8]([C:9]2[CH:14]=[CH:13][CH:12]=[CH:11][CH:10]=2)=[C:7]([C:15]2[CH:20]=[CH:19][CH:18]=[CH:17][CH:16]=2)[N:6]=[C:5]([C:21]([F:24])([F:23])[F:22])[N:4]=1)[NH2:2].[C:25](Cl)(=[O:27])[CH3:26].Cl>N1C=CC=CC=1>[C:9]1([C:8]2[C:3]([NH:1][NH:2][C:25](=[O:27])[CH3:26])=[N:4][C:5]([C:21]([F:24])([F:23])[F:22])=[N:6][C:7]=2[C:15]2[CH:20]=[CH:19][CH:18]=[CH:17][CH:16]=2)[CH:10]=[CH:11][CH:12]=[CH:13][CH:14]=1. Procedure: 4-Hydrazino-5,6-diphenyl-2-(trifluoromethyl)pyrimidine (0.7 g, 2.1 mmol) (synthesized according to the procedure described in example 21) in pyridine (10 ml) was added acetylchloride (0.17 g, 2.2 mmol) dropwise at 20° C. under stirring for 10 minutes. After 30 minutes of stirring, the reaction mixture was poured onto ice-water mixture, acidified to pH 4 using hydrochloric acid and extracted with ethyl acetate. The organic extract was washed with water, dried over anhydrous sodium sulphate and co... Reactants: C(C1=CC=CC=C1)OC(=O)N[C@H]1C[C@H](CN(C1)C(=O)OC(C)(C)C)C(=O)O ((3R,5S)-5-{[(Benzyloxy)carbonyl]amino}-1-( tert-butoxycarbonyl)piperidine-3-carboxylic acid), N1CCOCC1 (morpholine), N1(N=NC2=C1C=CC=C2)O (1H-benzotriazol-1-ol), CCN=C=NCCCN(C)C.Cl (WSC.HCl). Solvent: CN(C)C=O (DMF), C(C)N(CC)CC (triethylamine), O (water). Conditions: time 4 day. The product is C(C1=CC=CC=C1)OC(=O)N[C@@H]1CN(C[C@@H](C1)C(=O)N1CCOCC1)C(=O)OC(C)(C)C (tert-butyl (3S,5R)-3-{[(benzyloxy)carbonyl]amino}-5-(morpholin-4-ylcarbonyl)piperidine-1-carboxylate). Reaction SMILES: [CH2:1]([O:8][C:9]([NH:11][C@@H:12]1[CH2:17][N:16]([C:18]([O:20][C:21]([CH3:24])([CH3:23])[CH3:22])=[O:19])[CH2:15][C@H:14]([C:25]([OH:27])=O)[CH2:13]1)=[O:10])[C:2]1[CH:7]=[CH:6][CH:5]=[CH:4][CH:3]=1.[NH:28]1[CH2:33][CH2:32][O:31][CH2:30][CH2:29]1.N1(O)C2C=CC=CC=2N=N1.CCN=C=NCCCN(C)C.Cl>CN(C=O)C.O.C(N(CC)CC)C>[CH2:1]([O:8][C:9]([NH:11][C@H:12]1[CH2:13][C@@H:14]([C:25]([N:28]2[CH2:33][CH2:32][O:31][CH2:30][CH2:29]2)=[O:27])[CH2:15][N:16]([C:18]([O:20][C:21]([CH3:22])([CH3:24])[CH3:23])=[O:19])[CH2:17]1)=[O:10])[C:2]1[CH:7]=[CH:6][CH:5]=[CH:4][CH:3]=1 |f:3.4|. Procedure details: (3R,5S)-5-{[(Benzyloxy)carbonyl]amino}-1-( tert-butoxycarbonyl)piperidine-3-carboxylic acid (49.2 g), morpholine (11.4 ml), 1H-benzotriazol-1-ol (10.0 g) and triethylamine (40 ml) were dissolved in DMF (250 ml), WSC.HCl (30.0 g) was added, and the mixture was stirred at room temperature for 4 days. The reaction mixture was poured into water, and the mixture was extracted with ethyl acetate. The extract was washed successively with saturated aqueous sodium hydrogen carbonate solution and saturate...